Dataset: the Open Reaction Database (ORD), a public repository of structured organic reaction records. Task: describe an organic reaction: reactants, conditions, products, and yield Reactants: C(C)(=O)O (acetic acid), CP(OC)(OC)=O (dimethyl methylphosphonate), O1CCCC1 (tetrahydrofuran), P([O-])([O-])=O (phosphonate), C(CCC)[Li] (n-butyllithium). Solvent: CCCCCC (hexane). Conditions: time 5 minute. Product: O=C(CP(OC)(OC)=O)CC1=CC=CC=C1 (dimethyl 2-oxo-3-phenylpropylphosphonate). Yield: 29.0%. Reaction SMILES: [CH3:1][P:2](=[O:7])([O:5][CH3:6])[O:3][CH3:4].P(=O)([O-])[O-].[CH2:12]([Li])[CH2:13][CH2:14][CH3:15].C(O)(=O)C.[O:21]1[CH2:25][CH2:24][CH2:23][CH2:22]1>CCCCCC>[O:21]=[C:25]([CH2:24][C:23]1[CH:15]=[CH:14][CH:13]=[CH:12][CH:22]=1)[CH2:1][P:2](=[O:7])([O:5][CH3:6])[O:3][CH3:4]. Reported procedure: A solution of 6.2 g (50 mmoles) dimethyl methylphosphonate (Aldrich) in 125 ml dry tetrahydrofuran was cooled to -78° in a dry nitrogen atmosphere. To the stirred phosphonate solution was added 21 ml of 2.37 M n-butyllithium in hexane solution (Alfa Inorganics, Inc.) dropwise over a period of 18 minutes at such a rate that the reaction temperature never rose above -65°. After an additional 5 minutes stirring at -78°, 7.5 g (50.0 mmole) methyl was added dropwise at a rate that kept the reaction t... The reactants are COc1ccccc1C(F)(F)F, ClC(Cl)Cl, O=S(=O)(O)Cl. Product: COc1ccc(S(=O)(=O)Cl)cc1C(F)(F)F. Reaction SMILES: [CH3:1][O:2][c:3]1[c:4]([C:9]([F:10])([F:11])[F:12])[cH:5][cH:6][cH:7][cH:8]1.[CH:18]([Cl:19])([Cl:20])[Cl:21].[Cl:13][S:14](=[O:15])(=[O:16])[OH:17]>>[CH3:1][O:2][c:3]1[c:4]([C:9]([F:10])([F:11])[F:12])[cH:5][c:6]([S:14]([Cl:13])(=[O:15])=[O:16])[cH:7][cH:8]1. As a reaction SMILES: [Al+3:29].[Cl-:28].[Cl-:30].[Cl-:31].[Cl:18][C:19](=[O:20])[c:21]1[cH:22][cH:23][c:24]([Cl:25])[cH:26][cH:27]1.[Cl:32][c:33]1[cH:34][cH:35][c:36]([CH2:37][Cl:38])[cH:39][cH:40]1.[Cl:41][CH2:42][CH2:43][Cl:44].[c:1]1(-[c:7]2[cH:8][s:9][c:10]3[c:11]2[cH:12][cH:13][c:14]([O:16][CH3:17])[cH:15]3)[cH:2][cH:3][cH:4][cH:5][cH:6]1>>[c:1]1(-[c:7]2[c:8]([C:19](=[O:20])[c:21]3[cH:22][cH:23][c:24]([Cl:25])[cH:26][cH:27]3)[s:9][c:10]3[c:11]2[cH:12][cH:13][c:14]([O:16][CH3:17])[cH:15]3)[cH:2][cH:3][cH:4][cH:5][cH:6]1. The product is COc1ccc2c(-c3ccccc3)c(C(=O)c3ccc(Cl)cc3)sc2c1. Starting materials: [Al+3], [Cl-], [Cl-], [Cl-], O=C(Cl)c1ccc(Cl)cc1, ClCc1ccc(Cl)cc1, ClCCCl, COc1ccc2c(-c3ccccc3)csc2c1. Conditions: time 1 hour. Starting materials: COC(C1=CC(=C(C=C1)N)N)=O (3,4-diaminobenzoic acid methyl ester), C(CC)N(CCC)CC=1C=C(C(=O)O)C=CC1 (3-dipropylaminomethyl-benzoic acid), CCN=C=NCCCN(C)C.Cl (WSCI hydrochloride), C=1C=CC2=C(C1)N=NN2O (HOBt). Run in C(Cl)(Cl)Cl (chloroform). Product: COC(C1=CC(=C(C=C1)N)NC(C1=CC(=CC=C1)CN(CCC)CCC)=O)=O (4-amino-3-(3-dipropylaminomethyl-benzoylamino)-benzoic acid methyl ester). Procedure details: The compound (300 mg) obtained in Example 18-2, WSCI hydrochloride (365 mg), and HOBt (260 mg) were dissolved in chloroform (6.0 ml), and the whole was stirred for 1 hour. Then, 3,4-diaminobenzoic acid methyl ester (198 mg) was added thereto and the whole was stirred for 2 hours. A solid was precipitated, so DMF (2.0 ml) was added thereto and stirring was continued for additional 4 hours. After completion of the reaction, the solvent was distilled off under reduced pressure. Then, the residue wa... RXN SMILES: [CH2:1]([N:4]([CH2:8][C:9]1[CH:10]=[C:11]([CH:15]=[CH:16][CH:17]=1)[C:12]([OH:14])=O)[CH2:5][CH2:6][CH3:7])[CH2:2][CH3:3].CCN=C=NCCCN(C)C.Cl.C1C=CC2N(O)N=NC=2C=1.[CH3:40][O:41][C:42](=[O:51])[C:43]1[CH:48]=[CH:47][C:46]([NH2:49])=[C:45]([NH2:50])[CH:44]=1>C(Cl)(Cl)Cl>[CH3:40][O:41][C:42](=[O:51])[C:43]1[CH:48]=[CH:47][C:46]([NH2:49])=[C:45]([NH:50][C:12](=[O:14])[C:11]2[CH:15]=[CH:16][CH:17]=[C:9]([CH2:8][N:4]([CH2:1][CH2:2][CH3:3])[CH2:5][CH2:6][CH3:7])[CH:10]=2)[CH:44]=1 |f:1.2|. Isolated yield 83.4%. Reactants: C(=O)(C1=CC=CC=C1)N([C@@H](CC1=CC=CC=C1)C(=O)O)C (BzMePhe), [H][H] (hydrogen). The reagents and catalysts are [C].[Pd] (palladium-carbon). Run in C(C)(=O)O (acetic acid), Cl (HCl). Product: N([C@@H](CC1=CC=CC=C1)C(=O)O)C (MePhe). As a reaction SMILES: [C:1]([N:9](C)[C@H:10]([C:18]([OH:20])=[O:19])[CH2:11][C:12]1[CH:17]=[CH:16][CH:15]=[CH:14][CH:13]=1)(C1C=CC=CC=1)=O.[H][H]>C(O)(=O)C.Cl.[C].[Pd]>[NH:9]([CH3:1])[C@H:10]([C:18]([OH:20])=[O:19])[CH2:11][C:12]1[CH:17]=[CH:16][CH:15]=[CH:14][CH:13]=1 |f:4.5|. Procedure: A 12.66 g portion of the BzMePhe was dissolved in 120 ml of acetic acid and 47 ml of HCl, and the solution was subjected to hydrogen catalytic reduction (room temperature, 8 hours) with addition of 5.0 g of 10% palladium-carbon catalyst. After separating off the catalyst by filtration, the filtrate was concentrated in vacuo, and the concentrate was recrystallized from ethanol (50 ml)-ether (500 ml) to give 7.93 g of MePhe, yeild 94.1%. M.p. 225° C.